Dataset: the Open Reaction Database (ORD), a public repository of structured organic reaction records. Task: describe an organic reaction: reactants, conditions, products, and yield Reactants: CN(C)c1ccc(-c2nc(Cl)c(CC#N)n2Cc2ccccc2)cc1, CCO. The product is CN(C)c1ccc(-c2nc(Cl)c(CC(N)=O)n2Cc2ccccc2)cc1. As a reaction SMILES: [CH2:1]([c:2]1[cH:3][cH:4][cH:5][cH:6][cH:7]1)[n:8]1[c:9](-[c:17]2[cH:18][cH:19][c:20]([N:23]([CH3:24])[CH3:25])[cH:21][cH:22]2)[n:10][c:11]([Cl:16])[c:12]1[CH2:13][C:14]#[N:15].[CH3:26][CH2:27][OH:28]>>[CH2:1]([c:2]1[cH:3][cH:4][cH:5][cH:6][cH:7]1)[n:8]1[c:9](-[c:17]2[cH:18][cH:19][c:20]([N:23]([CH3:24])[CH3:25])[cH:21][cH:22]2)[n:10][c:11]([Cl:16])[c:12]1[CH2:13][C:14]([NH2:15])=[O:28]. Starting materials: OCCBr, CCCCC, CCO, [Na+], [Na+], O=C([O-])[O-], Sc1nnc2ccccn12. The product is OCCSc1nnc2ccccn12. As a reaction SMILES: [Br:17][CH2:18][CH2:19][OH:20].[CH3:21][CH2:22][CH2:23][CH2:24][CH3:25].[CH3:26][CH2:27][OH:28].[Na+:11].[Na+:12].[O-:13][C:14](=[O:15])[O-:16].[SH:1][c:2]1[n:3][n:4][c:5]2[n:6]1[cH:7][cH:8][cH:9][cH:10]2>>[S:1]([c:2]1[n:3][n:4][c:5]2[n:6]1[cH:7][cH:8][cH:9][cH:10]2)[CH2:18][CH2:19][OH:20].